From a dataset of the Open Reaction Database (ORD), a public repository of structured organic reaction records. describe an organic reaction: reactants, conditions, products, and yield Reactants: OCCC1=C2CC(NC2=CC=C1)=O (4-(2-hydroxy-ethyl)-1,3-dihydro-indol-2-one), O=C1NCCC=2C1=CNC2C=O (4-oxo-4,5,6,7-tetrahydro-2H-pyrrolo[3,4-c]pyridine-1-carbaldehyde), N1CCCCC1 (piperidine). Solvent: C(C)O (ethanol). Reaction conditions: temperature 80 celsius. Product: OCCC1=C2C(C(NC2=CC=C1)=O)=CC=1NC=C2C(NCCC21)=O (1-[4-(2-Hydroxy-ethyl)-2-oxo-1,2-dihydro-indol-3-ylidenemethyl]-2,5,6,7-tetrahydro-pyrrolo[3,4-c]pyridin-4-one). RXN SMILES: [OH:1][CH2:2][CH2:3][C:4]1[CH:12]=[CH:11][CH:10]=[C:9]2[C:5]=1[CH2:6][C:7](=[O:13])[NH:8]2.[O:14]=[C:15]1[C:20]2=[CH:21][NH:22][C:23]([CH:24]=O)=[C:19]2[CH2:18][CH2:17][NH:16]1.N1CCCCC1>C(O)C>[OH:1][CH2:2][CH2:3][C:4]1[CH:12]=[CH:11][CH:10]=[C:9]2[C:5]=1[C:6](=[CH:24][C:23]1[NH:22][CH:21]=[C:20]3[C:19]=1[CH2:18][CH2:17][NH:16][C:15]3=[O:14])[C:7](=[O:13])[NH:8]2. Procedure details: A mixture of 4-(2-hydroxy-ethyl)-1,3-dihydro-indol-2-one (35.4 mg, 0.2 mmol), 4-oxo-4,5,6,7-tetrahydro-2H-pyrrolo[3,4-c]pyridine-1-carbaldehyde (32.8 mg, 0.2 mmol) and 0.1 mL of piperidine in ethanol (1 mL) was heated in a sealed tube at 80° C. for 4 hours. The precipitate was collected by vacuum filtration, washed with cold ethanol and dried to give the title compound.